The task is: describe an organic reaction: reactants, conditions, products, and yield. This data is from the Open Reaction Database (ORD), a public repository of structured organic reaction records. The reactants are FC(C=1C=C(C=C(C1)C(F)(F)F)[C@H]([C@@H](C(=O)N1C(OC[C@@H]1C1=CC=CC=C1)=O)C=C)O)(F)F ((4S)-3-{(2S)-2-[(S)-[3,5-Bis(trifluoromethyl)phenyl](hydroxy)methyl]but-3-enoyl}-4-phenyl-1,3-oxazolidin-2-one), NN (hydrazine). The product is FC(C=1C=C(C=C(C1)C(F)(F)F)[C@H]([C@@H](C(=O)NN)C=C)O)(F)F ((2S)-2-[(S)-[3,5-bis(trifluoromethyl)phenyl](hydroxy)methyl]but-3-enehydrazide). Reaction SMILES: [F:1][C:2]([F:33])([F:32])[C:3]1[CH:4]=[C:5]([C@@H:13]([OH:31])[C@H:14]([CH:29]=[CH2:30])[C:15]([N:17]2[C@@H](C3C=CC=CC=3)COC2=O)=[O:16])[CH:6]=[C:7]([C:9]([F:12])([F:11])[F:10])[CH:8]=1.[NH2:34]N>C1COCC1>[F:1][C:2]([F:33])([F:32])[C:3]1[CH:4]=[C:5]([C@@H:13]([OH:31])[C@H:14]([CH:29]=[CH2:30])[C:15]([NH:17][NH2:34])=[O:16])[CH:6]=[C:7]([C:9]([F:12])([F:11])[F:10])[CH:8]=1. Procedure details: (4S)-3-{(2S)-2-[(S)-[3,5-Bis(trifluoromethyl)phenyl](hydroxy)methyl]but-3-enoyl}-4-phenyl-1,3-oxazolidin-2-one (20 g, 42.5 mmol) and hydrazine (2.71 g, 85 mmol) in THF (100 mL) was stirred at room temperature for 1 hour. The reaction was diluted with ethyl acetate:hexanes (2:1, 200 mL) and was partitioned with water (100 mL). The organic was washed with brine (100 mL) and was dried over sodium sulfate, filtered, and concentrated. The crude product was triturated with IPA (30 mL) to remove the ch... The solvent is C1CCOC1 (THF), ethyl acetate hexanes. Yield: 99.8%. Starting materials: C(C1=CC=CC=C1)OC[C@H](C(=O)NO)[C@H](C(N1CCCCC1)=O)C1=CC=C(C=C1)OC (2(R)-Benzyloxymethyl-N-hydroxy-3(S)-(4-methoxy-phenyl)-4-oxo-4-piperidin-1-yl-butyramide). Reagents/catalysts: [Pd] (palladium on barium sulfate). Solvent: CO (methanol). The product is ONC([C@H]([C@H](C(N1CCCCC1)=O)C1=CC=C(C=C1)OC)CO)=O (N-Hydroxy-2(R)-hydroxymethyl-3(S)-(4-methoxy-phenyl)-4-oxo-4-piperidin-1-yl-butyramide). As a reaction SMILES: C([O:8][CH2:9][C@@H:10]([C@@H:15]([C:24]1[CH:29]=[CH:28][C:27]([O:30][CH3:31])=[CH:26][CH:25]=1)[C:16](=[O:23])[N:17]1[CH2:22][CH2:21][CH2:20][CH2:19][CH2:18]1)[C:11]([NH:13][OH:14])=[O:12])C1C=CC=CC=1>CO.[Pd]>[OH:14][NH:13][C:11](=[O:12])[C@@H:10]([CH2:9][OH:8])[C@@H:15]([C:24]1[CH:25]=[CH:26][C:27]([O:30][CH3:31])=[CH:28][CH:29]=1)[C:16](=[O:23])[N:17]1[CH2:18][CH2:19][CH2:20][CH2:21][CH2:22]1. Reported procedure: A solution of hydroxamic acid 3 (330 mg, 0.64 mmol) in 20 ml of methanol was hydrogenated under normal pressure with 70 mg of palladium on barium sulfate for about 5 hours. After filtration of the catalyst the solvent was evaporated and the crude product was purified by preparative HPLC to give a white solid. Yield: 133 mg (62%). Reactants: B, COc1ccc2c(c1)c1c(OCC#N)cccc1n2Cc1ccccc1, C1CCOC1, CSC, CO. Product: COc1ccc2c(c1)c1c(OCCN)cccc1n2Cc1ccccc1. RXN SMILES: [BH3:30].[CH2:1]([c:2]1[cH:3][cH:4][cH:5][cH:6][cH:7]1)[n:8]1[c:9]2[cH:10][cH:11][c:12]([O:25][CH3:26])[cH:13][c:14]2[c:15]2[c:16]([O:21][CH2:22][C:23]#[N:24])[cH:17][cH:18][cH:19][c:20]12.[CH2:33]1[O:34][CH2:35][CH2:36][CH2:37]1.[CH3:27][S:28][CH3:29].[CH3:31][OH:32]>>[CH2:1]([c:2]1[cH:3][cH:4][cH:5][cH:6][cH:7]1)[n:8]1[c:9]2[cH:10][cH:11][c:12]([O:25][CH3:26])[cH:13][c:14]2[c:15]2[c:16]([O:21][CH2:22][CH2:23][NH2:24])[cH:17][cH:18][cH:19][c:20]12. The reactants are Cl.C(CCC)C1=NC2=C(CNC(C2)C(=O)OC)N1CC1=CC=C(C=C1)C1=C(C=CC=C1)C1=NN=NN1 (Methyl 2-n-butyl-3-{2'-(1H-tetrazol-5-yl)-biphenyl-4-yl}methyl-4,5,6,7-tetrahydroimidazo[4,5-c]-pyridine-6-carboxylate hydrochloride), C(#N)CC(=O)O (cyanoacetic acid). Yields the product C(CCC)C1=NC2=C(CN(C(C2)C(=O)OC)C(CC#N)=O)N1CC1=CC=C(C=C1)C1=C(C=CC=C1)C1=NN=NN1 (methyl 2-n-butyl-5-cyanoacetyl-3-{2'-(1H-tetrazol-5-yl)-biphenyl-4-yl}methyl-4,5,6,7-tetrahydroimidazo[4,5-c]-pyridine-6-carboxylate). RXN SMILES: Cl.[CH2:2]([C:6]1[N:18]([CH2:19][C:20]2[CH:25]=[CH:24][C:23]([C:26]3[CH:31]=[CH:30][CH:29]=[CH:28][C:27]=3[C:32]3[NH:36][N:35]=[N:34][N:33]=3)=[CH:22][CH:21]=2)[C:9]2[CH2:10][NH:11][CH:12]([C:14]([O:16][CH3:17])=[O:15])[CH2:13][C:8]=2[N:7]=1)[CH2:3][CH2:4][CH3:5].[C:37]([CH2:39][C:40](O)=[O:41])#[N:38]>>[CH2:2]([C:6]1[N:18]([CH2:19][C:20]2[CH:25]=[CH:24][C:23]([C:26]3[CH:31]=[CH:30][CH:29]=[CH:28][C:27]=3[C:32]3[NH:36][N:35]=[N:34][N:33]=3)=[CH:22][CH:21]=2)[C:9]2[CH2:10][N:11]([C:40](=[O:41])[CH2:39][C:37]#[N:38])[CH:12]([C:14]([O:16][CH3:17])=[O:15])[CH2:13][C:8]=2[N:7]=1)[CH2:3][CH2:4][CH3:5] |f:0.1|. Procedure: Methyl 2-n-butyl-3-{2'-(1H-tetrazol-5-yl)-biphenyl-4-yl}methyl-4,5,6,7-tetrahydroimidazo[4,5-c]-pyridine-6-carboxylate hydrochloride and cyanoacetic acid are treated in the same manner as in Example 8-(1) to give methyl 2-n-butyl-5-cyanoacetyl-3-{2'-(1H-tetrazol-5-yl)-biphenyl-4-yl}methyl-4,5,6,7-tetrahydroimidazo[4,5-c]-pyridine-6-carboxylate.